This data is from the Open Reaction Database (ORD), a public repository of structured organic reaction records. The task is: describe an organic reaction: reactants, conditions, products, and yield Reactants: ClC1=CC=CC2=C1C(N1[C@H](C=3N2C=NC3C=O)CCC1)=O ((S)-8-chloro-11,12,13,13a-tetrahydro-9-oxo-9H-imidazo[1,5-a]pyrrolo[2,1-c][1,4]benzodiazepine-1-carboxaldehyde), C1(=CC=C(C=C1)S(=O)(=O)C[N+]#[C-])C (toluene-4-sulphonylmethyl isocyanide), C([O-])([O-])=O.[K+].[K+] (potassium carbonate). Solvent: CO (methanol). Product: ClC1=CC=CC2=C1C(N1[C@H](C=3N2C=NC3C3=CN=CO3)CCC1)=O ((S)-8-chloro-11,12,13,13a-tetrahydro-1-(5-oxazolyl)-9H-imidazo[1,5-a]pyrrolo[2,1-c][1,4]benzodiazepin-9-one). As a reaction SMILES: [Cl:1][C:2]1[C:7]2[C:8](=[O:21])[N:9]3[CH2:20][CH2:19][CH2:18][C@H:10]3[C:11]3[N:12]([CH:13]=[N:14][C:15]=3[CH:16]=[O:17])[C:6]=2[CH:5]=[CH:4][CH:3]=1.C1(C)C=CC(S([CH2:31][N+:32]#[C-:33])(=O)=O)=CC=1.C(=O)([O-])[O-].[K+].[K+]>CO>[Cl:1][C:2]1[C:7]2[C:8](=[O:21])[N:9]3[CH2:20][CH2:19][CH2:18][C@H:10]3[C:11]3[N:12]([CH:13]=[N:14][C:15]=3[C:16]3[O:17][CH:33]=[N:32][CH:31]=3)[C:6]=2[CH:5]=[CH:4][CH:3]=1 |f:2.3.4|. Procedure: A mixture of 1.51 g (5 mmol) of (S)-8-chloro-11,12,13,13a-tetrahydro-9-oxo-9H-imidazo[1,5-a]pyrrolo[2,1-c][1,4]benzodiazepine-1-carboxaldehyde, 1.07 g (5.5 mmol) of toluene-4-sulphonylmethyl isocyanide, 1 g of powdered potassium carbonate and 20 ml of methanol is heated to boiling under reflux for 2 hours. The mixture is then evaporated to a volume of 5 ml and the material obtained is chromatographed on silica gel while eluting with ethyl acetate/methanol (9:1). After recrystallization from ethy... The reactants are C(C)OC1=C(OCC(O)C2=NC=CC=C2)C=CC=C1 (α-[(2-Ethoxyphenoxy)methyl]-2-pyridinemethanol), ClCC(=O)OCC (Ethyl chloroacetate), [H-].[Na+] (sodium hydride). Run in O1CCCC1 (THF), O1CCCC1 (THF), O1CCCC1 (tetrahydrofuran). Run at time 0.5 hour. Product: C(C)OC(COC(COC1=C(C=CC=C1)OCC)C1=NC=CC=C1)=O (2-[2-(2-ethoxy-phenoxy)-1-(2-pyridinyl)ethoxy]acetic acid ethyl ester). Yield: 82.4%. As a reaction SMILES: [H-].[Na+].[CH2:3]([O:5][C:6]1[CH:21]=[CH:20][CH:19]=[CH:18][C:7]=1[O:8][CH2:9][CH:10]([C:12]1[CH:17]=[CH:16][CH:15]=[CH:14][N:13]=1)[OH:11])[CH3:4].Cl[CH2:23][C:24]([O:26][CH2:27][CH3:28])=[O:25]>O1CCCC1>[CH2:27]([O:26][C:24](=[O:25])[CH2:23][O:11][CH:10]([C:12]1[CH:17]=[CH:16][CH:15]=[CH:14][N:13]=1)[CH2:9][O:8][C:7]1[CH:18]=[CH:19][CH:20]=[CH:21][C:6]=1[O:5][CH2:3][CH3:4])[CH3:28] |f:0.1|. Procedure details: A mixture of sodium hydride (50%, 9.79 g, 0.204 mole, washed with hexane) in tetrahydrofuran (THF) was prepared. α-[(2-Ethoxyphenoxy)methyl]-2-pyridinemethanol (52.96 g, 0.204 mole) in 175 ml of THF was added dropwise under nitrogen with stirring over 1/2 hr. Stirring was continued for 1 hr at room temperature. Ethyl chloroacetate (24.98 g, 0.204 mole) in THF was added dropwise over 10 min. The resulting solution was heated at reflux for 2 hr and stirred at room temperature (72 hr). THF was remo... Starting materials: FCCO (2-Fluoroethanol), CC(C)([O-])C.[K+] (potassium tert-butoxide), ClC1=C(C(=O)NC2CCC(CC2)C(F)(F)F)C=CC(=N1)Cl (2,6-dichloro-N-(4-trifluoromethyl-cyclohexyl)-nicotinamide). The solvent is O (water), C1CCOC1 (THF). Conditions: time 5 minute. Yields the product ClC1=NC(=C(C(=O)N[C@@H]2CC[C@H](CC2)C(F)(F)F)C=C1)OCCF (6-Chloro-2-(2-fluoro-ethoxy)-N-(trans-4-trifluoromethyl-cyclohexyl)-nicotinamide). Reaction SMILES: [F:1][CH2:2][CH2:3][OH:4].CC(C)([O-])C.[K+].Cl[C:12]1[N:30]=[C:29]([Cl:31])[CH:28]=[CH:27][C:13]=1[C:14]([NH:16][CH:17]1[CH2:22][CH2:21][CH:20]([C:23]([F:26])([F:25])[F:24])[CH2:19][CH2:18]1)=[O:15]>C1COCC1.O>[Cl:31][C:29]1[CH:28]=[CH:27][C:13]([C:14]([NH:16][C@H:17]2[CH2:18][CH2:19][C@H:20]([C:23]([F:24])([F:25])[F:26])[CH2:21][CH2:22]2)=[O:15])=[C:12]([O:4][CH2:3][CH2:2][F:1])[N:30]=1 |f:1.2|. Reported procedure: 2-Fluoroethanol (380 μL, 6.45 mmol) is added to potassium tert-butoxide (730 mg, 6.16 mmol) in THF (60 mL) and stirred for 5 min at rt. After the addition of 2,6-dichloro-N-(4-trifluoromethyl-cyclohexyl)-nicotinamide (2.00 g, 5.86 mmol) the reaction mixture is stirred for 1 h hour at rt, then diluted with water and concentrated. The residue is stirred in ice water, the precipitate is filtered off and dried. The reactants are CCO, [Cl-], O=[N+]([O-])c1ccccc1CNc1ccccc1F, [NH4+], O, [Zn]. The product is Nc1ccccc1CNc1ccccc1F. As a reaction SMILES: [CH3:21][CH2:22][OH:23].[Cl-:19].[F:1][c:2]1[c:3]([NH:4][CH2:5][c:6]2[c:7]([N+:12]([O-:13])=[O:14])[cH:8][cH:9][cH:10][cH:11]2)[cH:15][cH:16][cH:17][cH:18]1.[NH4+:20].[OH2:24].[Zn:25]>>[F:1][c:2]1[c:3]([NH:4][CH2:5][c:6]2[c:7]([NH2:12])[cH:8][cH:9][cH:10][cH:11]2)[cH:15][cH:16][cH:17][cH:18]1. Starting materials: C(C)(C)(C)OC(=O)N1C(=CC=C1)C1=CC2=NC=CC(=C2S1)NC=1C=C2C=C(NC2=CC1)C (2-[7-(2-methyl-1H-indol-5-ylamino)-thieno[3,2-b]pyridin-2-yl]-pyrrole-1-carboxylic acid tert-butyl ester), FC(C(=O)O)(F)F (trifluoroacetic acid), C([O-])([O-])=O.[Na+].[Na+] (sodium carbonate). The solvent is ClCCl (dichloromethane), O (water), ClCCl (dichloromethane). Conditions: time 8 hour. Yields the product CC=1NC2=CC=C(C=C2C1)NC1=C2C(=NC=C1)C=C(S2)C=2NC=CC2 ((2-methyl-1H-indol-5-yl)-[2-(1H-pyrrol-2-yl)-thieno[3,2-b]pyridin-7-yl]-amine). Yield: 62.1%. As a reaction SMILES: C(OC([N:8]1[CH:12]=[CH:11][CH:10]=[C:9]1[C:13]1[S:21][C:20]2[C:15](=[N:16][CH:17]=[CH:18][C:19]=2[NH:22][C:23]2[CH:24]=[C:25]3[C:29](=[CH:30][CH:31]=2)[NH:28][C:27]([CH3:32])=[CH:26]3)[CH:14]=1)=O)(C)(C)C.FC(F)(F)C(O)=O.C(=O)([O-])[O-].[Na+].[Na+]>ClCCl.O>[CH3:32][C:27]1[NH:28][C:29]2[C:25]([CH:26]=1)=[CH:24][C:23]([NH:22][C:19]1[CH:18]=[CH:17][N:16]=[C:15]3[CH:14]=[C:13]([C:9]4[NH:8][CH:12]=[CH:11][CH:10]=4)[S:21][C:20]=13)=[CH:31][CH:30]=2 |f:2.3.4|. Procedure details: A mixture of 2-[7-(2-methyl-1H-indol-5-ylamino)-thieno[3,2-b]pyridin-2-yl]-pyrrole-1-carboxylic acid tert-butyl ester (131 mg, 0.29 mmol) and trifluoroacetic acid (0.1 mL) in dichloromethane (1 mL) was stirred overnight. The solution was diluted with dichloromethane and water, and the pH was adjusted to 8.0 with a saturated aqueous sodium carbonate solution. The organic layer was dried over Na2SO4 and concentrated to afford (2-methyl-1H-indol-5-yl)-[2-(1H-pyrrol-2-yl)-thieno[3,2-b]pyridin-7-yl]-... The yield is 98.0%. As a reaction SMILES: [CH:1]1([O:6][C:7]2[CH:8]=[C:9]([CH:15]3[N:19]([CH3:20])[NH:18][C:17](=[O:21])[CH2:16]3)[CH:10]=[CH:11][C:12]=2[O:13][CH3:14])[CH2:5][CH2:4][CH2:3][CH2:2]1.[ClH:22].[C:23](OC(=O)C)(=[O:25])[CH3:24]>CCOCC>[ClH:22].[C:23]([N:18]1[C:17](=[O:21])[CH2:16][CH:15]([C:9]2[CH:10]=[CH:11][C:12]([O:13][CH3:14])=[C:7]([O:6][CH:1]3[CH2:2][CH2:3][CH2:4][CH2:5]3)[CH:8]=2)[N:19]1[CH3:20])(=[O:25])[CH3:24] |f:4.5|. Run in CCOCC (ether). Conditions: time 4 hour. Procedure details: 5-[3-(Cyclopentyloxy)-4-methoxyphenyl]-1-methyl-3-pyrazolidinone (0.500 g) is dissolved in acetic anhydride (15 mL). The resulting solution is warmed to reflux for 2 hours, cooled to room temperature and concentrated in vacuo to afford an oil. This residue is dissolved in ether and treated with ethanolic HCl at room temperature. The resulting solid is stirred for 4 hours at room temperature, collected by suction and dried in vacuo to afford the title compound as a white powder (0.621 g; 98%) mp:... The product is Cl.C(C)(=O)N1N(C(CC1=O)C1=CC(=C(C=C1)OC)OC1CCCC1)C (2-acetyl-5-[3-(cyclopentyloxy)-4-methoxyphenyl]-1-methyl-3-pyrazolidinone hydrochloride). The reactants are C1(CCCC1)OC=1C=C(C=CC1OC)C1CC(NN1C)=O (5-[3-(Cyclopentyloxy)-4-methoxyphenyl]-1-methyl-3-pyrazolidinone), C(C)(=O)OC(C)=O (acetic anhydride), Cl (HCl). Reactants: C(C)(C)(C)N1NC(C(C1N)C1=C(C=CC=C1)C)=O (1-tert-butyl-4-(2-methylphenyl)-5-amino-pyrazolin-3-one), IC(C)CC (2-iodobutane), C([O-])([O-])=O.[K+].[K+] (potassium carbonate). The solvent is C(C)O (ethanol). The product is C(C)(C)(C)N1N(C(C(C1N)C1=C(C=CC=C1)C)=O)C(C)CC (1-tert-butyl-2-sec-butyl-4-(2-methylphenyl)-5-aminopyrazolin-3-one). Isolated yield 16.0%. As a reaction SMILES: [C:1]([N:5]1[CH:9]([NH2:10])[CH:8]([C:11]2[CH:16]=[CH:15][CH:14]=[CH:13][C:12]=2[CH3:17])[C:7](=[O:18])[NH:6]1)([CH3:4])([CH3:3])[CH3:2].I[CH:20]([CH2:22][CH3:23])[CH3:21].C(=O)([O-])[O-].[K+].[K+]>C(O)C>[C:1]([N:5]1[CH:9]([NH2:10])[CH:8]([C:11]2[CH:16]=[CH:15][CH:14]=[CH:13][C:12]=2[CH3:17])[C:7](=[O:18])[N:6]1[CH:20]([CH2:22][CH3:23])[CH3:21])([CH3:4])([CH3:3])[CH3:2] |f:2.3.4|. Reported procedure: A mixture of 1.23 g of 1-tert-butyl-4-(2-methylphenyl)-5-amino-pyrazolin-3-one, 1.84 g of 2-iodobutane, 2.1 g of potassium carbonate and 20 ml of ethanol was heated under reflux for 10 hours. The solvent was distilled off under reduced pressure, then, water was added, and the mixture was extracted with ethyl acetate. The organic layer was dried over magnesium sulfate anhydride, then, the solvent was distilled off under reduced pressure. The residue was analyzed by 1H-NMR on the ratio of N-alkyl ... Reactants: ClC=1C=CC=2C(C3=CC=CC(=C3OC2C1)OC)=O (3-chloro-5-methoxyxanthone), O (water). The solvent is O1CCCC1 (tetrahydrofuran), O1CCCC1 (tetrahydrofuran). Product: ClC=1C=CC=2CC3=CC=CC(=C3OC2C1)OC (3-chloro-5-methoxyxanthene). Reaction SMILES: [Cl:1][C:2]1[CH:3]=[CH:4][C:5]2[C:6](=O)[C:7]3[C:12]([O:13][C:14]=2[CH:15]=1)=[C:11]([O:16][CH3:17])[CH:10]=[CH:9][CH:8]=3.O>O1CCCC1>[Cl:1][C:2]1[CH:3]=[CH:4][C:5]2[CH2:6][C:7]3[C:12]([O:13][C:14]=2[CH:15]=1)=[C:11]([O:16][CH3:17])[CH:10]=[CH:9][CH:8]=3. Reported procedure: A solution of borane-tetrahydrofuran complex in tetrahydrofuran (1M., 38 ml.) is added slowly to a solution of 3-chloro-5-methoxyxanthone (15 g.) in tetrahydrofuran (200 ml.). The mixture is refluxed for 2 hours, cooled to room temperature and poured into water. The precipitate is filtered, dried and recrystallised from methanol to give 3-chloro-5-methoxyxanthene, m.p. 106°-108° C. The reactants are CCCCCCCCO, C1CCOC1, CC(C)(C)[O-], O=C(O)c1ccc(F)c(C(F)(F)F)c1, [K+]. Product: CCCCCCCCOc1ccc(C(=O)O)cc1C(F)(F)F. As a reaction SMILES: [CH2:1]([CH2:2][CH2:3][CH2:4][CH2:5][CH2:6][CH2:7][CH3:8])[OH:9].[CH2:30]1[O:31][CH2:32][CH2:33][CH2:34]1.[CH3:10][C:11]([CH3:12])([O-:13])[CH3:14].[F:16][c:17]1[c:18]([C:26]([F:27])([F:28])[F:29])[cH:19][c:20]([C:21](=[O:22])[OH:23])[cH:24][cH:25]1.[K+:15]>>[CH2:1]([CH2:2][CH2:3][CH2:4][CH2:5][CH2:6][CH2:7][CH3:8])[O:9][c:17]1[c:18]([C:26]([F:27])([F:28])[F:29])[cH:19][c:20]([C:21](=[O:22])[OH:23])[cH:24][cH:25]1. The reactants are OC(C#C)CCCCCCCC (3-Hydroxy-undec-1-yne), cuprous iodide, O1C(CCCCO)C1C1=NC(=CC=C1)Br (5,6-epoxy-6[6-bromopyridine-2yl]hexane-1-ol), (bis)triphenylphosphine palladium dichloride. Run at temperature 55 celsius, time 1.5 hour. Yields the product OC(C#CC1=CC=CC(=N1)C1C(O1)CCCCO)CCCCCCCC (3-[6-(3-Hydroxy-1-undecynyl)-2-pyridinyl]-oxiranebutanol). As a reaction SMILES: [OH:1][CH:2]([CH2:5][CH2:6][CH2:7][CH2:8][CH2:9][CH2:10][CH2:11][CH3:12])[C:3]#[CH:4].[O:13]1[CH:20]([C:21]2[CH:26]=[CH:25][CH:24]=[C:23](Br)[N:22]=2)[CH:14]1[CH2:15][CH2:16][CH2:17][CH2:18][OH:19]>>[OH:1][CH:2]([CH2:5][CH2:6][CH2:7][CH2:8][CH2:9][CH2:10][CH2:11][CH3:12])[C:3]#[C:4][C:23]1[N:22]=[C:21]([CH:20]2[O:13][CH:14]2[CH2:15][CH2:16][CH2:17][CH2:18][OH:19])[CH:26]=[CH:25][CH:24]=1. Reported procedure: 3-Hydroxy-undec-1-yne (33 mg, 0.194 mmole) and 5,6-epoxy-6[6-bromopyridine-2yl]hexane-1-ol (44 mg, 0.162 mmole) are combined in 1 ml degassed triethylamine in a 25 ml one-neck round bottom flask under argon. The solution is treated with (bis)triphenylphosphine palladium dichloride (3 mg, 0.004 mmole), warmed to 55° C., and is treated with cuprous iodide (1 mg, 0.005 mmole). The reaction mixture is stirred 1.5 hours at 55° C., cooled to room temperature, and the volatiles are removed in vacuo. Th...